From a dataset of the Open Reaction Database (ORD), a public repository of structured organic reaction records. describe an organic reaction: reactants, conditions, products, and yield The reactants are C(C1=CC=CC=C1)[Mg]Cl (benzylmagnesium chloride), C(C1=CC=CC=C1)OC1CCC(CC1)(C#N)N(C)C (4-benzyloxy-1-dimethylaminocyclohexanecarbonitrile), [Cl-].[NH4+] (ammonium chloride). Run in O1CCCC1 (tetrahydrofuran), O1CCCC1 (tetrahydrofuran). Conditions: time 8 hour. Yields the product C(C1=CC=CC=C1)C1(CCC(CC1)OCC1=CC=CC=C1)N(C)C ((1-benzyl-4-benzyloxycyclo-hexyl)dimethylamine). RXN SMILES: [CH2:1]([O:8][CH:9]1[CH2:14][CH2:13][C:12]([N:17]([CH3:19])[CH3:18])([C:15]#N)[CH2:11][CH2:10]1)[C:2]1[CH:7]=[CH:6][CH:5]=[CH:4][CH:3]=1.C([Mg]Cl)[C:21]1[CH:26]=[CH:25][CH:24]=[CH:23][CH:22]=1.[Cl-].[NH4+]>O1CCCC1>[CH2:15]([C:12]1([N:17]([CH3:19])[CH3:18])[CH2:13][CH2:14][CH:9]([O:8][CH2:1][C:2]2[CH:7]=[CH:6][CH:5]=[CH:4][CH:3]=2)[CH2:10][CH2:11]1)[C:21]1[CH:26]=[CH:25][CH:24]=[CH:23][CH:22]=1 |f:2.3|. Procedure: 4.00 g of 4-benzyloxy-1-dimethylaminocyclohexanecarbonitrile were dissolved in 40 ml of tetrahydrofuran, and 10.8 ml of two molar benzylmagnesium chloride solution in tetrahydrofuran were added dropwise under a nitrogen atmosphere, while cooling with an ice bath. After stirring overnight at room temperature, the mixture was again cooled in an ice bath, and 20 ml of cold ammonium chloride solution (20 percent by weight) were added. The phases were separated and extracted twice using 60 ml of diet... The reactants are potassium tert.-butylate, COC(C)(C)C (tert.-butyl methyl ether), FC=1C=C(C=CC1F)C1=CC=C(C=C1)[C@@H]1CC[C@H](CC1)C=O (trans-4-(3',4'-difluoro-4-biphenylyl)cyclohexanecarboxaldehyde), COC(C)(C)C (tert.-butyl methyl ether). The reagents and catalysts are [Br-].C[P+](C1=CC=CC=C1)(C1=CC=CC=C1)C1=CC=CC=C1 (methyltriphenylphosphonium bromide). Yields the product C(=C)[C@@H]1CC[C@H](CC1)C1=CC=C(C=C1)C1=CC(=C(C=C1)F)F (4-(trans-4-vinylcyclohexyl)-3',4'-difluorobiphenyl). Reaction SMILES: [F:1][C:2]1[CH:3]=[C:4]([C:9]2[CH:14]=[CH:13][C:12]([C@H:15]3[CH2:20][CH2:19][C@H:18]([CH:21]=O)[CH2:17][CH2:16]3)=[CH:11][CH:10]=2)[CH:5]=[CH:6][C:7]=1[F:8].[CH3:23]OC(C)(C)C>[Br-].C[P+](C1C=CC=CC=1)(C1C=CC=CC=1)C1C=CC=CC=1>[CH:21]([C@H:18]1[CH2:19][CH2:20][C@H:15]([C:12]2[CH:13]=[CH:14][C:9]([C:4]3[CH:5]=[CH:6][C:7]([F:8])=[C:2]([F:1])[CH:3]=3)=[CH:10][CH:11]=2)[CH2:16][CH2:17]1)=[CH2:23] |f:2.3|. Reported procedure: A suspension of 0.977 g of methyltriphenylphosphonium bromide in 12 ml of tert.-butyl methyl ether was treated with 0.308 g of potassium tert.-butylate while stirring and gassing with nitrogen and stirred at room temperature for a further 1.5 hours. The yellow suspension was treated dropwise at 2° C. within 15 minutes with a solution of 0.439 g of trans-4-(3',4'-difluoro-4-biphenylyl)cyclohexanecarboxaldehyde in 12 ml of tert.-butyl methyl ether, stirred at room temperature for a further 1.5 hou...